This data is from the Open Reaction Database (ORD), a public repository of structured organic reaction records. The task is: describe an organic reaction: reactants, conditions, products, and yield Reactants: CNCC1=CC=CC=C1 (N-Methylbenzylamine), CN(/C(=N/[N+](=O)[O-])/N)N=O (MNNG), C(C)O (ethanol). Reaction conditions: time 42 hour. Reported procedure: N-Methylbenzylamine (9.89 g, 0.082 mol) is added dropwise to a suspension of MNNG (10.0 g, 0.068 mol) in aqueous ethanol (1:1 ethanol:water, v/v) at 25° C. A gradual exotherm to 44° C. occurs over the next 15 minutes. After stirring for 42 hours at ambient temperature, the white slurry is filtered. The resultant white solid (7.13 g) is recrystallized from hexanes:ethanol to afford pure product (white crystals, 6.06 g, 43.0%, melting point 103° C.-107° C.). Reaction SMILES: CNC[C:4]1[CH:9]=[CH:8][CH:7]=[CH:6][CH:5]=1.[CH3:10][N:11](N=O)/[C:12](/[NH2:17])=[N:13]/[N+:14]([O-:16])=[O:15].[CH2:20](O)C>>[CH2:10]([N:11]([CH3:20])[C:12]([NH:13][N+:14]([O-:16])=[O:15])=[NH:17])[C:4]1[CH:9]=[CH:8][CH:7]=[CH:6][CH:5]=1. The product is C(C1=CC=CC=C1)N(C(=N)N[N+](=O)[O-])C (1-benzyl-1-methyl-3-nitroguanidine). Reactants: FC1=C(C(=O)O)C=C(C=C1)S(=O)(=O)C (2-Fluoro-5-methanesulfonyl-benzoic acid), CCC(C)O (R-(−)-2-butanol). Yields the product [C@@H](C)(CC)OC1=C(C(=O)O)C=C(C=C1)S(=O)(=O)C (2-((R)-sec-Butoxy)-5-methanesulfonyl-benzoic acid). Reaction SMILES: F[C:2]1[CH:10]=[CH:9][C:8]([S:11]([CH3:14])(=[O:13])=[O:12])=[CH:7][C:3]=1[C:4]([OH:6])=[O:5].[CH3:15][CH2:16][CH:17]([OH:19])[CH3:18]>>[C@H:17]([O:19][C:2]1[CH:10]=[CH:9][C:8]([S:11]([CH3:14])(=[O:13])=[O:12])=[CH:7][C:3]=1[C:4]([OH:6])=[O:5])([CH2:16][CH3:15])[CH3:18]. Procedure: Prepared in analogy to Example B4(c) from 2-Fluoro-5-methanesulfonyl-benzoic acid (example B4(b)) and R-(−)-2-butanol. White solid. MS (m/e): 271.1 ([M−H], 100%). Reactants: OC=1C=C(C=CC1C)CC#N (2-(3-Hydroxy-4-methylphenyl)acetonitrile), C(=O)([O-])[O-].[K+].[K+] (K2CO3), CC1=C(CCl)C(=CC=C1)C (2,6-Dimethylbenzyl chloride). Run in CCOC(=O)C (EtOAc), CN(C)C=O (DMF). Run at time 16 hour. The product is CC1=C(COC=2C=C(C=CC2C)CC#N)C(=CC=C1)C (2-(3-(2,6-dimethylbenzyloxy)-4-methylphenyl)acetonitrile). Reaction SMILES: [OH:1][C:2]1[CH:3]=[C:4]([CH2:9][C:10]#[N:11])[CH:5]=[CH:6][C:7]=1[CH3:8].C([O-])([O-])=O.[K+].[K+].[CH3:18][C:19]1[CH:26]=[CH:25][CH:24]=[C:23]([CH3:27])[C:20]=1[CH2:21]Cl>CN(C=O)C.CCOC(C)=O>[CH3:18][C:19]1[CH:26]=[CH:25][CH:24]=[C:23]([CH3:27])[C:20]=1[CH2:21][O:1][C:2]1[CH:3]=[C:4]([CH2:9][C:10]#[N:11])[CH:5]=[CH:6][C:7]=1[CH3:8] |f:1.2.3|. Procedure: To a stirred solution of 2-(3-Hydroxy-4-methylphenyl)acetonitrile (Step A, 2.18 g, 14.8 mmol), K2CO3 (2.66 g, 19.2 mmol) in dry DMF (20 ml) was added 2,6-Dimethylbenzyl chloride (2.97 g, 19.2 mmol) at room temperature under argon. The reaction mixture was stirred for 16 hours, diluted with EtOAc (40 ml), washed with water (20 ml) and brine. The organic layer was dried over Na2SO4, filtered, concentrated, and purified by flash chromatography on a silica gel column (hex: ethyl acetate 2:1) to give... Reactants: O=C([O-])[O-], COCC(C)Oc1cc(O)cc(-c2ccc(C3=NCC(C)O3)[nH]2)c1, CN(C)C=O, COc1ccc(CN(C)S(=O)(=O)c2ccc(Cl)cn2)cc1, [Cs+], [Cs+], O. Product: COCC(C)Oc1cc(Oc2ccc(S(=O)(=O)N(C)Cc3ccc(OC)cc3)nc2)cc(-c2ccc(C3=NCC(C)O3)[nH]2)c1. Reaction SMILES: [C:46](=[O:47])([O-:48])[O-:49].[CH3:22][O:23][CH2:24][CH:25]([O:26][c:27]1[cH:28][c:29]([OH:44])[cH:30][c:31](-[c:33]2[nH:34][c:35]([C:38]3=[N:42][CH2:41][CH:40]([CH3:43])[O:39]3)[cH:36][cH:37]2)[cH:32]1)[CH3:45].[CH3:53][N:54]([CH3:55])[CH:56]=[O:57].[Cl:1][c:2]1[cH:3][cH:4][c:5]([S:8](=[O:9])(=[O:10])[N:11]([CH3:12])[CH2:13][c:14]2[cH:15][cH:16][c:17]([O:20][CH3:21])[cH:18][cH:19]2)[n:6][cH:7]1.[Cs+:50].[Cs+:51].[OH2:52]>>[c:2]1([O:44][c:29]2[cH:28][c:27]([O:26][CH:25]([CH2:24][O:23][CH3:22])[CH3:45])[cH:32][c:31](-[c:33]3[nH:34][c:35]([C:38]4=[N:42][CH2:41][CH:40]([CH3:43])[O:39]4)[cH:36][cH:37]3)[cH:30]2)[cH:3][cH:4][c:5]([S:8](=[O:9])(=[O:10])[N:11]([CH3:12])[CH2:13][c:14]2[cH:15][cH:16][c:17]([O:20][CH3:21])[cH:18][cH:19]2)[n:6][cH:7]1. The reactants are CCCCO, CC(C)Oc1cc(N)n[nH]1, CCN(C(C)C)C(C)C, CC(Nc1nc(Cl)ccc1[N+](=O)[O-])c1ccc(F)cc1. Product: CC(C)Oc1cc(Nc2ccc([N+](=O)[O-])c(NC(C)c3ccc(F)cc3)n2)n[nH]1. As a reaction SMILES: [CH2:40]([OH:41])[CH2:42][CH2:43][CH3:44].[CH:21]([CH3:22])([CH3:23])[O:24][c:25]1[cH:26][c:27]([NH2:30])[n:28][nH:29]1.[CH:31]([N:32]([CH2:33][CH3:34])[CH:35]([CH3:36])[CH3:37])([CH3:38])[CH3:39].[Cl:1][c:2]1[cH:3][cH:4][c:5]([N+:18](=[O:19])[O-:20])[c:6]([NH:8][CH:9]([CH3:10])[c:11]2[cH:12][cH:13][c:14]([F:17])[cH:15][cH:16]2)[n:7]1>>[c:2]1([NH:30][c:27]2[cH:26][c:25]([O:24][CH:21]([CH3:22])[CH3:23])[nH:29][n:28]2)[cH:3][cH:4][c:5]([N+:18](=[O:19])[O-:20])[c:6]([NH:8][CH:9]([CH3:10])[c:11]2[cH:12][cH:13][c:14]([F:17])[cH:15][cH:16]2)[n:7]1.